From a dataset of the Open Reaction Database (ORD), a public repository of structured organic reaction records. describe an organic reaction: reactants, conditions, products, and yield Reactants: ClC=1C=NC=C(C1CC1=NNC(C2=CC(=CC=C12)OC)=O)Cl (4-(3,5-dichloro-pyridin-4-ylmethyl)-7-methoxy-2H-phthalazin-1-one), [H-].[Na+] (NaH), C(C)I (ethyl iodide). Run in CN(C)C=O (DMF), O (water). Yields the product ClC=1C=NC=C(C1CC1=NN(C(C2=CC(=CC=C12)OC)=O)CC)Cl (4-(3,5-Dichloro-pyridin-4-ylmethyl)-2-ethyl-7-methoxy-2H-phthalazin-1-one). Yield: 77.9%. RXN SMILES: [Cl:1][C:2]1[CH:3]=[N:4][CH:5]=[C:6]([Cl:22])[C:7]=1[CH2:8][C:9]1[C:18]2[C:13](=[CH:14][C:15]([O:19][CH3:20])=[CH:16][CH:17]=2)[C:12](=[O:21])[NH:11][N:10]=1.[H-].[Na+].[CH2:25](I)[CH3:26]>CN(C=O)C.O>[Cl:1][C:2]1[CH:3]=[N:4][CH:5]=[C:6]([Cl:22])[C:7]=1[CH2:8][C:9]1[C:18]2[C:13](=[CH:14][C:15]([O:19][CH3:20])=[CH:16][CH:17]=2)[C:12](=[O:21])[N:11]([CH2:25][CH3:26])[N:10]=1 |f:1.2|. Procedure: A suspension of 4-(3,5-dichloro-pyridin-4-ylmethyl)-7-methoxy-2H-phthalazin-1-one (0.52 g, 1.55 mmoles), prepared as described in example 38, in DMF (10 ml) was added with NaH (0.057 g, 1.55 mmoles) and, after 1 hour, with ethyl iodide (0.125 ml, 1.55 mmoles). After 1 night the mixture was diluted with water (10 volumes) and extracted twice with ethyl acetate. The organic phase was anhydrified and concentrated to give a solid which was purified by flash chromatography (eluent: ethyl acetate/petr... Reactants: ClC=1SC2=C(N1)C=CC(=C2)OC (2-chloro-6-methoxy-benzothiazole), BrN1C(CCC1=O)=O (N-bromosuccinimide), C1CC(=O)N(C1=O)Br (NBS). Run in O (water), CN1CCCC1=O (NMP). The product is BrC1=C(C=CC=2N=C(SC21)Cl)OC (7-bromo-2-chloro-6-methoxybenzo[d]thiazole). The yield is 120.6%. RXN SMILES: [Cl:1][C:2]1[S:3][C:4]2[CH:10]=[C:9]([O:11][CH3:12])[CH:8]=[CH:7][C:5]=2[N:6]=1.[Br:13]N1C(=O)CCC1=O>CN1C(=O)CCC1.O>[Br:13][C:10]1[C:4]2[S:3][C:2]([Cl:1])=[N:6][C:5]=2[CH:7]=[CH:8][C:9]=1[O:11][CH3:12]. Procedure details: To the solution of 2-chloro-6-methoxy-benzothiazole (200 mg, 1.0 mmol, 1.0 eq) in 5 mL of NMP was added N-bromosuccinimide (213 mg, 1.20 mmol, 1.2 eq) at room temperature. The reaction mixture was stirred at 75° C. for >24 hours with subsequent addition of NBS in small batches for reaction progress, thereafter the mixture was diluted with water (ca. 100 mL) and aqueous layer extracted with ethyl acetate (ca. 150 mL×3). Combined organic layers were dried over sodium sulfate, filtered and condense... Reactants: BrC=1C=CC2=C(N(C[C@H](C=3N2C(=NN3)C)C)C=3C=NC(=CC3)[N+](=O)[O-])C1 ((R)-8-bromo-1,4-dimethyl-6-(6-nitropyridin-3-yl)-5,6-dihydro-4H-benzo[b][1,2,4]triazolo[4,3-d][1,4]diazepine), CC1(OB(OC1(C)C)C=1C=CC(=NC1)N)C (5-(4,4,5,5-tetramethyl-1,3,2-dioxaborolan-2-yl)pyridin-2-amine), [F-].[K+] (potassium fluoride), C([O-])([O-])=O.[Cs+].[Cs+] (cesium carbonate). The reagents and catalysts are C=1C=CC(=CC1)[P](C=2C=CC=CC2)(C=3C=CC=CC3)[Pd]([P](C=4C=CC=CC4)(C=5C=CC=CC5)C=6C=CC=CC6)([P](C=7C=CC=CC7)(C=8C=CC=CC8)C=9C=CC=CC9)[P](C=1C=CC=CC1)(C=1C=CC=CC1)C=1C=CC=CC1 (tetrakis(triphenylphosphine)palladium(0)). Solvent: O (water), C(C)O (ethanol), C1(=CC=CC=C1)C (toluene), C(C)(=O)OCC (ethyl acetate). Reaction conditions: temperature 110 celsius. The product is crude product, CC1=NN=C2N1C1=C(N(C[C@H]2C)C=2C=NC(=CC2)[N+](=O)[O-])C=C(C=C1)C=1C=CC(=NC1)N ((R)-5-(1,4-dimethyl-6-(6-nitropyridin-3-yl)-5,6-dihydro-4H-benzo[b][1,2,4]triazolo[4,3-d][1,4]diazepin-8-yl)pyridin-2-amine). The yield is 51.3%. RXN SMILES: Br[C:2]1[CH:3]=[CH:4][C:5]2[N:11]3[C:12]([CH3:15])=[N:13][N:14]=[C:10]3[C@H:9]([CH3:16])[CH2:8][N:7]([C:17]3[CH:18]=[N:19][C:20]([N+:23]([O-:25])=[O:24])=[CH:21][CH:22]=3)[C:6]=2[CH:26]=1.CC1(C)C(C)(C)OB([C:35]2[CH:36]=[CH:37][C:38]([NH2:41])=[N:39][CH:40]=2)O1.[F-].[K+].C(=O)([O-])[O-].[Cs+].[Cs+]>C(OCC)(=O)C.C1C=CC([P]([Pd]([P](C2C=CC=CC=2)(C2C=CC=CC=2)C2C=CC=CC=2)([P](C2C=CC=CC=2)(C2C=CC=CC=2)C2C=CC=CC=2)[P](C2C=CC=CC=2)(C2C=CC=CC=2)C2C=CC=CC=2)(C2C=CC=CC=2)C2C=CC=CC=2)=CC=1.O.C(O)C.C1(C)C=CC=CC=1>[CH3:15][C:12]1[N:11]2[C:5]3[CH:4]=[CH:3][C:2]([C:35]4[CH:36]=[CH:37][C:38]([NH2:41])=[N:39][CH:40]=4)=[CH:26][C:6]=3[N:7]([C:17]3[CH:18]=[N:19][C:20]([N+:23]([O-:25])=[O:24])=[CH:21][CH:22]=3)[CH2:8][C@@H:9]([CH3:16])[C:10]2=[N:14][N:13]=1 |f:2.3,4.5.6,^1:60,62,81,100|. Procedure: A mixture of (R)-8-bromo-1,4-dimethyl-6-(6-nitropyridin-3-yl)-5,6-dihydro-4H-benzo[b][1,2,4]triazolo[4,3-d][1,4]diazepine (42 mg, 0.1 mmol), 5-(4,4,5,5-tetramethyl-1,3,2-dioxaborolan-2-yl)pyridin-2-amine (27 mg, 0.12 mmol), tetrakis(triphenylphosphine)palladium(0) (12 mg, 0.01 mmol), potassium fluoride (5.8 mg, 0.1 mmol) and cesium carbonate (49 mg, 0.15 mmol) in a mixed solution of toluene (2 mL), ethanol (1 mL) and water (0.2 mL) was heated at 110° C. for 1.5 hours under microwave (pressure: 3... Reactants: O=C(O)C(F)(F)F, CC(C)N(C(=O)OC(C)(C)C)c1ncc(-c2cc(-c3ccccc3)c3nc(CO)cn3c2)s1. Product: CC(C)Nc1ncc(-c2cc(-c3ccccc3)c3nc(CO)cn3c2)s1. RXN SMILES: [F:34][C:35]([F:36])([F:37])[C:38]([OH:39])=[O:40].[OH:1][CH2:2][c:3]1[n:4][c:5]2[n:6]([cH:7][c:8](-[c:17]3[cH:18][n:19][c:20]([N:22]([C:23](=[O:24])[O:25][C:26]([CH3:27])([CH3:28])[CH3:29])[CH:30]([CH3:31])[CH3:32])[s:21]3)[cH:9][c:10]2-[c:11]2[cH:12][cH:13][cH:14][cH:15][cH:16]2)[cH:33]1>>[OH:1][CH2:2][c:3]1[n:4][c:5]2[n:6]([cH:7][c:8](-[c:17]3[cH:18][n:19][c:20]([NH:22][CH:30]([CH3:31])[CH3:32])[s:21]3)[cH:9][c:10]2-[c:11]2[cH:12][cH:13][cH:14][cH:15][cH:16]2)[cH:33]1.